describe an organic reaction: reactants, conditions, products, and yield From a dataset of the Open Reaction Database (ORD), a public repository of structured organic reaction records. Reactants: Cc1nc2c(o1)-c1ccccc1N(C(=O)c1ccccc1)CC2, Cl, C1COCCO1. Product: Cc1nc2c(o1)-c1ccccc1NCC2. RXN SMILES: [C:1](=[O:2])([c:3]1[cH:4][cH:5][cH:6][cH:7][cH:8]1)[N:9]1[c:10]2[c:11]([cH:20][cH:21][cH:22][cH:23]2)-[c:12]2[o:13][c:14]([CH3:19])[n:15][c:16]2[CH2:17][CH2:18]1.[ClH:24].[O:25]1[CH2:26][CH2:27][O:28][CH2:29][CH2:30]1>>[NH:9]1[c:10]2[c:11]([cH:20][cH:21][cH:22][cH:23]2)-[c:12]2[o:13][c:14]([CH3:19])[n:15][c:16]2[CH2:17][CH2:18]1. Starting materials: 190.0, O.C1(=CC=C(C=C1)S(=O)(=O)O)C (p-toluene sulfonic acid monohydrate), C(C)(C)O (isopropyl alcohol). Run in N1=CC=CC=C1 (pyridine), N1=CC=CC=C1 (pyridine). The product is C1(=CC=C(C=C1)S(=O)(=O)O)C (p-toluene sulfonic acid). RXN SMILES: O.[C:2]1([CH3:12])[CH:7]=[CH:6][C:5]([S:8]([OH:11])(=[O:10])=[O:9])=[CH:4][CH:3]=1.C(O)(C)C>N1C=CC=CC=1>[C:2]1([CH3:12])[CH:3]=[CH:4][C:5]([S:8]([OH:11])(=[O:9])=[O:10])=[CH:6][CH:7]=1 |f:0.1|. Procedure details: A mixture of 190.0 parts of p-toluene sulfonic acid monohydrate and 419.0 parts of isopropyl alcohol was charged into the same three-necked flask as in Production Example 1 and stirred at room temperature. The resulting solution was added with 79.0 parts of pyridine to obtain a solution of pyridine salt of p-toluene sulfonic acid blocked with equimole of pyridine and having an effective component concentration (aromatic sulfonic acid) of 25%. Starting materials: [Fe] (Iron), N(S(=O)(=O)C(F)(F)F)S(=O)(=O)C(F)(F)F (HNTf2). The solvent is O (water). Conditions: temperature 150 celsius. Yields the product N(S(=O)(=O)C(F)(F)F)S(=O)(=O)C(F)(F)F.N(S(=O)(=O)C(F)(F)F)S(=O)(=O)C(F)(F)F.[Fe+2] (Iron(II) Bis-triflimide). As a reaction SMILES: [Fe:1].[NH:2]([S:10]([C:13]([F:16])([F:15])[F:14])(=[O:12])=[O:11])[S:3]([C:6]([F:9])([F:8])[F:7])(=[O:5])=[O:4]>O>[NH:2]([S:3]([C:6]([F:9])([F:7])[F:8])(=[O:5])=[O:4])[S:10]([C:13]([F:16])([F:15])[F:14])(=[O:12])=[O:11].[NH:2]([S:3]([C:6]([F:9])([F:7])[F:8])(=[O:5])=[O:4])[S:10]([C:13]([F:16])([F:15])[F:14])(=[O:12])=[O:11].[Fe+2:1] |f:3.4.5|. Procedure: Iron metal (5.0 g, 99.95% purity) lumps were suspended in water (50 mL) and hydrogen bis-triflimide (HNTf2) (10 g) was added. This mixture was heated under reflux for 72 hours. The resultant slurry was cooled, filtered and concentrated on a rotary evaporator to give a pale yellow solution that crystalised on standing. The pale yellow crystals were heated at 150° C. at 1 mmHg to remove the residual water and hydrogen bis-triflimide. Reagents/catalysts: [Pd] (palladium on carbon). Reactants: FC1=CC=C(C=C1)CC1=CN=C2C(=C(C(N(C2=C1)CC1CCN(CC1)C(=O)OCC1=CC=CC=C1)=O)C(=O)NCCOC)O (Phenylmethyl 4-{[7-[(4-fluorophenyl)methyl]-4-hydroxy-3-({[2-(methyloxy)ethyl]amino}carbonyl)-2-oxo-1,5-naphthyridin-1(2H)-yl]methyl}-1-piperidinecarboxylate). RXN SMILES: [F:1][C:2]1[CH:7]=[CH:6][C:5]([CH2:8][C:9]2[CH:18]=[C:17]3[C:12]([C:13]([OH:44])=[C:14]([C:37]([NH:39][CH2:40][CH2:41][O:42][CH3:43])=[O:38])[C:15](=[O:36])[N:16]3[CH2:19][CH:20]3[CH2:25][CH2:24][N:23](C(OCC4C=CC=CC=4)=O)[CH2:22][CH2:21]3)=[N:11][CH:10]=2)=[CH:4][CH:3]=1>CO.[Pd]>[F:1][C:2]1[CH:7]=[CH:6][C:5]([CH2:8][C:9]2[CH:18]=[C:17]3[C:12]([C:13]([OH:44])=[C:14]([C:37]([NH:39][CH2:40][CH2:41][O:42][CH3:43])=[O:38])[C:15](=[O:36])[N:16]3[CH2:19][CH:20]3[CH2:25][CH2:24][NH:23][CH2:22][CH2:21]3)=[N:11][CH:10]=2)=[CH:4][CH:3]=1. Run in CO (methanol). Yield: 71.1%. Procedure details: To a solution of Phenylmethyl 4-{[7-[(4-fluorophenyl)methyl]-4-hydroxy-3-({[2-(methyloxy)ethyl]amino}carbonyl)-2-oxo-1,5-naphthyridin-1(2H)-yl]methyl}-1-piperidinecarboxylate (18 mg, 0.03 mmol) in methanol (3 mL) was added palladium on carbon (10 wt %, 18 mg). Hydrogen was bubbled through the reaction mixture for several minutes and then the atmosphere was maintained with a balloon of hydrogen until the reaction was judged complete by LC/MS. The resultant suspension was filtered through a pad of... The product is FC1=CC=C(C=C1)CC1=CN=C2C(=C(C(N(C2=C1)CC1CCNCC1)=O)C(=O)NCCOC)O (7-[(4-Fluorophenyl)methyl]-4-hydroxy-N-[2-(methyloxy)ethyl]-2-oxo-1-(4-piperidinylmethyl)-1,2-dihydro-1,5-naphthyridine-3-carboxamide). Reactants: Cl (HCl), O1C2=C(C=CC=3C[C@@H]4[C@@H]5CCC([C@H]1[C@@]5(C23)CCN4C)=O)OC (4,5α-epoxy-3-methoxy-17-methyl-morphinan-6-one), O (H2O), Ca(OH)2, C=O (formaldehyde), O1CCOCC1 (dioxane). Reaction conditions: time 8 hour. Yields the product OCC1([C@H]([C@H]2[C@]34C=5C(=C(C=CC5C[C@H]([C@@H]3C1)N(CC4)C)OC)O2)O)CO (7,7-Dihydroxymethyl-4,5α-epoxy-3-methoxy-17-methyl-morphinan-6β-ol). Yield: 72.0%. As a reaction SMILES: [O:1]1[C@@H:13]2[C@@:14]34[CH2:16][CH2:17][N:18]([CH3:19])[C@@H:8]([C@@H:9]3[CH2:10][CH2:11][C:12]2=[O:20])[CH2:7][C:6]2=[C:15]4[C:2]1=[C:3]([O:21][CH3:22])[CH:4]=[CH:5]2.[OH2:23].[CH2:24]=O.Cl.[O:27]1CCOC[CH2:28]1>>[OH:27][CH2:28][C:11]1([CH2:24][OH:23])[CH2:10][C@@H:9]2[C@:14]34[CH2:16][CH2:17][N:18]([CH3:19])[C@@H:8]2[CH2:7][C:6]2[CH:5]=[CH:4][C:3]([O:21][CH3:22])=[C:2]([O:1][C@H:13]3[C@@H:12]1[OH:20])[C:15]4=2. Procedure: To a solution of 4,5α-epoxy-3-methoxy-17-methyl-morphinan-6-one (1a, 30.0 g, 0.10 mole) in dioxane (500 ml) was added H2O (600 ml), Ca(OH)2 (14.0 g. 0.19 mole) and 37% w/w formaldehyde solution (140 ml, 1.86 mole). The mixture was stirred at room temperature overnight and then concentrated under reduced pressure. The residue was diluted with H2O and extracted with EtOAc. Processing in the usual manner gave a white foam which was converted to the HCl salt. Crystallization from aqueous EtOH gave 2... The reactants are ClC=1C=CC(=C(C(=O)C2=CC=CC=C2)C1)NC (5-chloro-2-methylaminobenzophenone), C1(=CC=CC=C1)N=C=O (phenyl isocyanate), C(Cl)Cl (methylene chloride). The product is C(C1=CC=CC=C1)(=O)C1=C(C=CC(=C1)Cl)N(C(=O)NC1=CC=CC=C1)C (1-(2-benzoyl-4-chlorophenyl)-1-methyl-3-phenylurea). Yield: 66.0%. Reaction SMILES: ClC1[CH:3]=[CH:4][C:5]([NH:16][CH3:17])=[C:6]([CH:15]=1)[C:7]([C:9]1[CH:14]=[CH:13][CH:12]=[CH:11][CH:10]=1)=[O:8].[C:18]1([N:24]=[C:25]=[O:26])[CH:23]=[CH:22][CH:21]=[CH:20][CH:19]=1.[CH2:27]([Cl:29])Cl>>[C:7]([C:6]1[CH:15]=[C:27]([Cl:29])[CH:3]=[CH:4][C:5]=1[N:16]([CH3:17])[C:25]([NH:24][C:18]1[CH:23]=[CH:22][CH:21]=[CH:20][CH:19]=1)=[O:26])(=[O:8])[C:9]1[CH:10]=[CH:11][CH:12]=[CH:13][CH:14]=1. Procedure: A solution of 12.3 g (0.05 mole) of 5-chloro-2-methylaminobenzophenone and 11.9 g (0.1 mole) of phenyl isocyanate in 50 ml of methylene chloride was refluxed for 3 days, and then evaporated to dryness under reduced pressure. The residual syrup was stirred with ether until it crystallized. The crystals were collected on a filter and washed with ether to give 12.06 g (66%) of 1-(2-benzoyl-4-chlorophenyl)-1-methyl-3-phenylurea as light yellow crystals. A sample was recrystallized from ethanol to gi... Starting materials: CC(CCCCCC)(C)C=1C=C(C=CC1OC)C=1C=C(C=CC(=O)OC)C=CC1 (Methyl 3-[3-(1,1-dimethylheptyl)-4-methoxyphenyl]cinnamate), [OH-].[Na+] (sodium hydroxide). The solvent is CO (methanol). The product is CC(CCCCCC)(C)C=1C=C(C=CC1OC)C=1C=C(C=CC(=O)O)C=CC1 (3-[3-(1,1-dimethylheptyl)-4-methoxyphenyl]cinnamic acid). Isolated yield 82.6%. Reaction SMILES: [CH3:1][C:2]([C:10]1[CH:11]=[C:12]([C:18]2[CH:19]=[C:20]([CH:27]=[CH:28][CH:29]=2)[CH:21]=[CH:22][C:23]([O:25]C)=[O:24])[CH:13]=[CH:14][C:15]=1[O:16][CH3:17])([CH3:9])[CH2:3][CH2:4][CH2:5][CH2:6][CH2:7][CH3:8].[OH-].[Na+]>CO>[CH3:9][C:2]([C:10]1[CH:11]=[C:12]([C:18]2[CH:19]=[C:20]([CH:27]=[CH:28][CH:29]=2)[CH:21]=[CH:22][C:23]([OH:25])=[O:24])[CH:13]=[CH:14][C:15]=1[O:16][CH3:17])([CH3:1])[CH2:3][CH2:4][CH2:5][CH2:6][CH2:7][CH3:8] |f:1.2|. Reported procedure: Methyl 3-[3-(1,1-dimethylheptyl)-4-methoxyphenyl]cinnamate (334.5 mg, 1.05 mmol), methanol (4 ml) and a 1N aqueous sodium hydroxide solution (1.2 ml, 1.2 mmol) were mixed, and this solution was refluxed under heating for 1 hour. Methanol was evaporated under reduced pressure. Conc. hydrochloric acid (0.3 ml) and saturated brine (5 ml) were added, and the aqueous layer was extracted 4 times with ethyl acetate (5 ml). The organic layers were combined, washed twice with saturated brine (5 ml), and ...